Dataset: the Open Reaction Database (ORD), a public repository of structured organic reaction records. Task: describe an organic reaction: reactants, conditions, products, and yield Starting materials: Cl (HCl), B(Br)(Br)Br (Boron tribromide), COC1=CC=C(C=C1)C#CC1=CC=NC=C1 (4-(2-(4-methoxyphenyl)ethynyl)pyridine), [OH-].[Na+] (sodium hydroxide). Solvent: ClCCl (dichloromethane). Reaction conditions: time 5 hour. Yields the product N1=CC=C(C=C1)C#CC1=CC=C(C=C1)O (4-(2-(pyridin-4-yl)ethynyl)phenol). RXN SMILES: B(Br)(Br)Br.C[O:6][C:7]1[CH:12]=[CH:11][C:10]([C:13]#[C:14][C:15]2[CH:20]=[CH:19][N:18]=[CH:17][CH:16]=2)=[CH:9][CH:8]=1.[OH-].[Na+].Cl>ClCCl>[N:18]1[CH:19]=[CH:20][C:15]([C:14]#[C:13][C:10]2[CH:9]=[CH:8][C:7]([OH:6])=[CH:12][CH:11]=2)=[CH:16][CH:17]=1 |f:2.3|. Procedure: Boron tribromide (1M in dichloromethane, 9.7 mL, 9.7 mmol) was added at 0° C. to a solution of 4-(2-(4-methoxyphenyl)ethynyl)pyridine (810 mg, 3.88 mmol) in dichloromethane (10 mL) and the mixture was stirred at RT for 5 h. Aqueous 1 N sodium hydroxide (20 mL) was added and after 40 min the pH was brought between 7 and 8 by addition of 1 N HCl. The resulting mixture was extracted with 4:1 dichloromethane:2-propanol (3×30 mL). The organic layers were dried, concentrated and evaporated and the res... The reactants are C(CC(=O)C)(=O)OCC (ethyl acetoacetate), N (ammonia), C(C)OC(=O)C1=C(NC(=C(C1C=1C(=[N+](C=CC1)[O-])C)C(=O)OCC)C)C (2,6-dimethyl-4-(2-methyl-1-oxido-3-pyridyl)-1,4-dihydropyridine-3,5-dicarboxylic acid diethyl ester). Run in C(C)O (ethanol). Product: CC1=[N+](C=CC=C1C=O)[O-] (2-methylpyridine-3-carboxaldehyde-1-oxide). As a reaction SMILES: [C:1]([O:7]CC)(=O)[CH2:2][C:3]([CH3:5])=O.N.C(OC(C1[CH:21]([C:22]2[C:23](C)=[N+:24]([O-:28])C=CC=2)C(C(OCC)=O)=C(C)NC=1C)=O)C>C(O)C>[CH3:5][C:3]1[C:2]([CH:1]=[O:7])=[CH:21][CH:22]=[CH:23][N+:24]=1[O-:28]. Procedure: Analogously to the process described in Example 1 there is obtained from 8.4 g of 2-methylpyridine-3-carboxaldehyde-1-oxide, 16.5 ml of ethyl acetoacetate and 6.1 ml of 30% aqueous ammonia in 34 ml of absolute ethanol, 2,6-dimethyl-4-(2-methyl-1-oxido-3-pyridyl)-1,4-dihydropyridine-3,5-dicarboxylic acid diethyl ester which, after recrystallisation from 600 ml of acetonitrile, melts at 228°-230°. Reactants: CC(C)OC(=O)C1=C(C2=C(NC3=CC=CC(=C23)OCC2=CC=CC=C2)C=N1)COC (5-benzyloxy-4-methoxymethyl-9H-pyrido-[3,4-b]indole-3-carboxylic acid-(1-methylethyl)ester), [H-].[Na+] (sodium hydride), CN(C(CBr)=O)CCC1=CC=CC=C1 (N-methyl-N-2-phenylethyl-2-bromoacetamide). The solvent is O1CCCC1 (tetrahydrofuran). Conditions: temperature 0 celsius, time 10 minute. The product is CC(C)OC(=O)C1=C(C2=C(N(C3=CC=CC(=C23)OCC2=CC=CC=C2)CC(=O)N(CCC2=CC=CC=C2)C)C=N1)COC (5-benzyloxy-4-methoxymethyl-9-{2-[N-methyl-N-(2-phenylethyl)-amino]-2-oxoethyl}-9H-pyrido[3,4-b]indole-3-carboxylic acid-(1-methylethyl)-ester). Yield: 93.0%. As a reaction SMILES: [CH3:1][CH:2]([O:4][C:5]([C:7]1[N:27]=[CH:26][C:10]2[NH:11][C:12]3[C:17]([C:9]=2[C:8]=1[CH2:28][O:29][CH3:30])=[C:16]([O:18][CH2:19][C:20]1[CH:25]=[CH:24][CH:23]=[CH:22][CH:21]=1)[CH:15]=[CH:14][CH:13]=3)=[O:6])[CH3:3].[H-].[Na+].[CH3:33][N:34]([CH2:39][CH2:40][C:41]1[CH:46]=[CH:45][CH:44]=[CH:43][CH:42]=1)[C:35](=[O:38])[CH2:36]Br>O1CCCC1>[CH3:3][CH:2]([O:4][C:5]([C:7]1[N:27]=[CH:26][C:10]2[N:11]([CH2:36][C:35]([N:34]([CH3:33])[CH2:39][CH2:40][C:41]3[CH:46]=[CH:45][CH:44]=[CH:43][CH:42]=3)=[O:38])[C:12]3[C:17]([C:9]=2[C:8]=1[CH2:28][O:29][CH3:30])=[C:16]([O:18][CH2:19][C:20]1[CH:25]=[CH:24][CH:23]=[CH:22][CH:21]=1)[CH:15]=[CH:14][CH:13]=3)=[O:6])[CH3:1] |f:1.2|. Reported procedure: 2.1 g of 5-benzyloxy-4-methoxymethyl-9H-pyrido-[3,4-b]indole-3-carboxylic acid-(1-methylethyl)ester is added to a suspension of 168 mg of sodium hydride (80% in mineral oil) in 25 ml of tetrahydrofuran at 0° C., it is stirred for 10 minutes at 0° C., then mixed with a solution of 1.6 g of N-methyl-N-2-phenylethyl-2-bromoacetamide and stirred for 18 hours at 24° C. Then, it is suctioned off on Celite, concentrated by evaporation in a vacuum, and the residue is purified by chromatography on silica... Reactants: C(C)OC(=O)C=1NC2=CC=C(C(=C2C1)C)Br (5-bromo-4-methyl-1H-indole-2-carboxylic acid ethyl ester), [OH-].[Li+] (lithium hydroxide). Solvent: O1CCOCC1 (dioxane). Conditions: time 60 hour. Product: BrC=1C(=C2C=C(NC2=CC1)C(=O)O)C (5-bromo-4-methyl-1H-indole-2-carboxylic acid). Yield: 99.8%. Reaction SMILES: C([O:3][C:4]([C:6]1[NH:7][C:8]2[C:13]([CH:14]=1)=[C:12]([CH3:15])[C:11]([Br:16])=[CH:10][CH:9]=2)=[O:5])C.[OH-].[Li+]>O1CCOCC1>[Br:16][C:11]1[C:12]([CH3:15])=[C:13]2[C:8](=[CH:9][CH:10]=1)[NH:7][C:6]([C:4]([OH:5])=[O:3])=[CH:14]2 |f:1.2|. Procedure details: 5.37 g (19.0 mmol) of 5-bromo-4-methyl-1H-indole-2-carboxylic acid ethyl ester were dissolved in 150 ml of dioxane; then, 38.1 ml (38.1 mmol) of a lithium hydroxide solution (1 molar in water) were added and the reaction mixture was stirred for 60 hours at room temperature. After evaporation of the solvents, the residue was dissolved in dichloromethane; water was added and the pH adjusted to pH 2-3; then, the mixture was extracted 3 times with dichloromethane. The combined organic phases were wa... The reactants are CCCCCC (hexane), ClC1=C(C=CC(=C1)I)C (2-chloro-4-iodotoluene), BrN1C(CCC1=O)=O (N-bromosuccinimide). Reagents/catalysts: N(=NC(C#N)(CC(C)(OC)C)C)C(C#N)(CC(C)(C)OC)C (2,2′-azobis(4-methoxy-2,4-dimethylvaleronitrile)). Solvent: C(Cl)(Cl)(Cl)Cl (carbon tetrachloride). Conditions: temperature 55 celsius, time 3.5 hour. The product is ClC1=C(CBr)C=CC(=C1)I (2-chloro-4-iodobenzyl bromide). The yield is 84.8%. RXN SMILES: [Cl:1][C:2]1[CH:7]=[C:6]([I:8])[CH:5]=[CH:4][C:3]=1[CH3:9].[Br:10]N1C(=O)CCC1=O.CCCCCC>C(Cl)(Cl)(Cl)Cl.N(C(C)(CC(OC)(C)C)C#N)=NC(C)(CC(C)(OC)C)C#N>[Cl:1][C:2]1[CH:7]=[C:6]([I:8])[CH:5]=[CH:4][C:3]=1[CH2:9][Br:10]. Procedure: To a solution of 2-chloro-4-iodotoluene (7.59 g) in carbon tetrachloride (76 ml) were added N-bromosuccinimide (5.89 g) and 2,2′-azobis(4-methoxy-2,4-dimethylvaleronitrile) (Wako V-70, 281 mg) at room temperature and the mixture was stirred at 55° C. for 3.5 hr. The reaction mixture was allowed to cool to room temperature and thereto was added hexane (76 ml). Insoluble matter was filtered off. The filtrate was concentrated and the residue was again dissolved in hexane. The mixture washed success... Starting materials: FC(OC1=CC=C(C=C1)C1=C2CC(NC2=CC=C1)=O)(F)F (4-(4-trifluoromethoxy-phenyl)-1,3-dihydro-indol-2-one), C(C)N(CCNC(=O)C1=C(NC(=C1C)C=O)C)CC (5-formyl-2,4-dimethyl-1H-pyrrole-3-carboxylic acid (2-diethylamino-ethyl)-amide). The reagents and catalysts are N1CCCCC1 (piperidine). The solvent is C(C)O (ethanol). Reaction conditions: time 3 day. Product: C(C)N(CCNC(=O)C1=C(NC(=C1C)C=C1C(NC2=CC=CC(=C12)C1=CC=C(C=C1)OC(F)(F)F)=O)C)CC (2,4-dimethyl-5-[2-oxo-4-(4-trifluoromethoxy-phenyl)-1,2-dihydro-indol-3-ylidenemethyl]-1H-pyrrole-3-carboxylic acid (2-diethylamino-ethyl)-amide). The yield is 55.9%. Reaction SMILES: [F:1][C:2]([F:21])([F:20])[O:3][C:4]1[CH:9]=[CH:8][C:7]([C:10]2[CH:18]=[CH:17][CH:16]=[C:15]3[C:11]=2[CH2:12][C:13](=[O:19])[NH:14]3)=[CH:6][CH:5]=1.[CH2:22]([N:24]([CH2:39][CH3:40])[CH2:25][CH2:26][NH:27][C:28]([C:30]1[C:34]([CH3:35])=[C:33]([CH:36]=O)[NH:32][C:31]=1[CH3:38])=[O:29])[CH3:23]>C(O)C.N1CCCCC1>[CH2:39]([N:24]([CH2:22][CH3:23])[CH2:25][CH2:26][NH:27][C:28]([C:30]1[C:34]([CH3:35])=[C:33]([CH:36]=[C:12]2[C:11]3[C:15](=[CH:16][CH:17]=[CH:18][C:10]=3[C:7]3[CH:6]=[CH:5][C:4]([O:3][C:2]([F:1])([F:20])[F:21])=[CH:9][CH:8]=3)[NH:14][C:13]2=[O:19])[NH:32][C:31]=1[CH3:38])=[O:29])[CH3:40]. Procedure: To a solution of 4-(4-trifluoromethoxy-phenyl)-1,3-dihydro-indol-2-one (73.3 mg, 0.25 mmol) and 5-formyl-2,4-dimethyl-1H-pyrrole-3-carboxylic acid (2-diethylamino-ethyl)-amide (69.0 mg, 0.26 mmol) in ethanol (2 mL) was added piperidine (3 drops). The reaction mixture was stirred at room temperature for three days. A yellow solid product was precipitated out, filtered, washed by ethanol for three times, and dried under high vacuum to provide 2,4-dimethyl-5-[2-oxo-4-(4-trifluoromethoxy-phenyl)-1,2... Starting materials: ClC=1C2=C(N=C(N1)C1=CC(=CC=C1)Cl)CCC2 (4-chloro-2-(3-chlorophenyl)-6,7-dihydro-5H-cyclopenta[d]pyrimidine), NC(C(C(=O)OC(C)C)CC1=CC=C(C=C1)N)=O (isopropyl 3-amino-2-(4-aminobenzyl)-3-oxopropanoate). Product: NC(C(C(=O)OC(C)C)CC1=CC=C(C=C1)NC=1C2=C(N=C(N1)C1=CC(=CC=C1)Cl)CCC2)=O (isopropyl 3-amino-2-(4-((2-(3-chlorophenyl)-6,7-dihydro-5H-cyclopenta[d]pyrimidin-4-yl)amino)benzyl)-3-oxopropanoate). Isolated yield 78.3%. Reaction SMILES: Cl[C:2]1[C:3]2[CH2:17][CH2:16][CH2:15][C:4]=2[N:5]=[C:6]([C:8]2[CH:13]=[CH:12][CH:11]=[C:10]([Cl:14])[CH:9]=2)[N:7]=1.[NH2:18][C:19](=[O:35])[CH:20]([CH2:27][C:28]1[CH:33]=[CH:32][C:31]([NH2:34])=[CH:30][CH:29]=1)[C:21]([O:23][CH:24]([CH3:26])[CH3:25])=[O:22]>>[NH2:18][C:19](=[O:35])[CH:20]([CH2:27][C:28]1[CH:33]=[CH:32][C:31]([NH:34][C:2]2[C:3]3[CH2:17][CH2:16][CH2:15][C:4]=3[N:5]=[C:6]([C:8]3[CH:13]=[CH:12][CH:11]=[C:10]([Cl:14])[CH:9]=3)[N:7]=2)=[CH:30][CH:29]=1)[C:21]([O:23][CH:24]([CH3:25])[CH3:26])=[O:22]. Procedure details: Following general procedure A1, 4-chloro-2-(3-chlorophenyl)-6,7-dihydro-5H-cyclopenta[d]pyrimidine (0.063 g, 0.24 mmol) was reacted with isopropyl 3-amino-2-(4-aminobenzyl)-3-oxopropanoate (0.060 g, 0.24 mmol) to afford the title compound (0.090 g, 78%) as a light brown foam. MW=478.97. APCI MS m/z 479 [M+H]+.